Dataset: the Open Reaction Database (ORD), a public repository of structured organic reaction records. Task: describe an organic reaction: reactants, conditions, products, and yield Starting materials: [NH4+], [OH-], N#CC1(Nc2ccccc2)CCN(CCc2ccccc2)CC1. The product is NC(=O)C1(Nc2ccccc2)CCN(CCc2ccccc2)CC1. Reaction SMILES: [NH4+:24].[OH-:25].[c:1]1([NH:7][C:8]2([C:22]#[N:23])[CH2:9][CH2:10][N:11]([CH2:14][CH2:15][c:16]3[cH:17][cH:18][cH:19][cH:20][cH:21]3)[CH2:12][CH2:13]2)[cH:2][cH:3][cH:4][cH:5][cH:6]1>>[c:1]1([NH:7][C:8]2([C:22]([NH2:23])=[O:25])[CH2:9][CH2:10][N:11]([CH2:14][CH2:15][c:16]3[cH:17][cH:18][cH:19][cH:20][cH:21]3)[CH2:12][CH2:13]2)[cH:2][cH:3][cH:4][cH:5][cH:6]1. The reactants are [N+](=O)([O-])C1=C(N)C=C(C=C1)OC1=CC=C(C=C1)C(F)(F)F (2-Nitro-5-(4-trifluoromethylphenoxy)aniline), [OH-].[K+] (potassium hydroxide), Cl[O-].[Na+] (sodium hypochlorite). The product is FC(C1=CC=C(OC2=CC=3C(=[N+](ON3)[O-])C=C2)C=C1)(F)F (5-(4-trifluormethylphenoxy)benzo-2,1,3-oxadiazole N-oxide). As a reaction SMILES: [N+:1]([C:4]1[CH:10]=[CH:9][C:8]([O:11][C:12]2[CH:17]=[CH:16][C:15]([C:18]([F:21])([F:20])[F:19])=[CH:14][CH:13]=2)=[CH:7][C:5]=1[NH2:6])([O-:3])=[O:2].[OH-].[K+].Cl[O-].[Na+]>>[F:21][C:18]([F:19])([F:20])[C:15]1[CH:16]=[CH:17][C:12]([O:11][C:8]2[CH:9]=[CH:10][C:4]3=[N+:1]([O-:3])[O:2][N:6]=[C:5]3[CH:7]=2)=[CH:13][CH:14]=1 |f:1.2,3.4|. Procedure details: Following the procedure of Example 4, N-methylcarbonyl 2-nitro-5-fluoroaniline (3.1 g, 15.4 mmol), 4-trifluoromethylphenol (2.5 g, 15.4 mmol) and potassium carbonate (4.3 g, 31.0 mmol) are reacted together to give N-methylcarbonyl 2-nitro-5-(4-trifluoromethylphenoxy)aniline, 4.0 g of which is then reacted with 20% hydrochloric acid (~50 ml) to give 2-nitro-5-(4-trifluoromethylphenoxy)aniline. 2-Nitro-5-(4-trifluoromethylphenoxy)aniline (2.0 g, 6.7 mmol) is reacted with potassium hydroxide (0.4 g... The reactants are C(CCC)N(C=O)C=C (N-n-butyl-N-vinylformamide), BrCCCCCC (1-bromohexane), [Na+].[Cl-] (NaCl). Yields the product C(CCCCC)N(C=O)C=C (N-hexyl-N-vinylformamide). Yield: 63.0%. RXN SMILES: [CH2:1]([N:5]([CH:8]=[CH2:9])[CH:6]=[O:7])[CH2:2][CH2:3][CH3:4].Br[CH2:11][CH2:12]CCCC.[Na+].[Cl-]>>[CH2:1]([N:5]([CH:8]=[CH2:9])[CH:6]=[O:7])[CH2:2][CH2:3][CH2:4][CH2:11][CH3:12] |f:2.3|. Procedure: The synthetic procedure was identical to that described for the preparation of 1a, where 1-bromohexane is used in place of 1-bromobutane. Yield: 63%; IR (NaCl, v: cm−1): 1698 (—NHC(═O)H); 1630 (C═C); 1H-NMR (CDCl3, δ: ppm): 8.31, 8.14 (2s, 1H, —C(═O)H); 7.25–7.16, 6.61–6.52 (m, 1H, H2C═CH—); 4.65–4.54 (m, 1H, HaHbC═CH—); 4.45–4.42 (s, 1H, HaHbC═CH—); 3.60–3.44 (t, 2H, —NCH2CH2—); 1.65–1.56 (m, 2H, —CH2CH2CH2—); 1.31 (m, 6H, —CH2(CH2)3CH3); 0.90–0.88 (t, 3H, —NCH2CH2(CH2)3CH3). Starting materials: solution, [Li]CCCC (n-BuLi), ICCCOC1OCCCC1 (1-iodo-3-(tetrahydropyran-2-yloxy)propane), C1(=CC=CC=C1)C(N1C=NC=C1)(C1=CC=CC=C1)C1=CC=CC=C1 (1-triphenylmethylimidazole), O (water). Run in CCCCCC (hexane), C1CCOC1 (THF), C1CCOC1 (THF). Conditions: time 1 hour. Yields the product C1(=CC=CC=C1)C(N1C(=NC=C1)CCCOC1OCCCC1)(C1=CC=CC=C1)C1=CC=CC=C1 (3-(1-Triphenylmethylimidazol-2-yl)-1-(tetrahydropyran-2-yloxy)propane). Reaction SMILES: [C:1]1([C:7]([C:19]2[CH:24]=[CH:23][CH:22]=[CH:21][CH:20]=2)([C:13]2[CH:18]=[CH:17][CH:16]=[CH:15][CH:14]=2)[N:8]2[CH:12]=[CH:11][N:10]=[CH:9]2)[CH:6]=[CH:5][CH:4]=[CH:3][CH:2]=1.[Li]CCCC.I[CH2:31][CH2:32][CH2:33][O:34][CH:35]1[CH2:40][CH2:39][CH2:38][CH2:37][O:36]1.O>C1COCC1.CCCCCC>[C:19]1([C:7]([C:1]2[CH:6]=[CH:5][CH:4]=[CH:3][CH:2]=2)([C:13]2[CH:14]=[CH:15][CH:16]=[CH:17][CH:18]=2)[N:8]2[CH:12]=[CH:11][N:10]=[C:9]2[CH2:31][CH2:32][CH2:33][O:34][CH:35]2[CH2:40][CH2:39][CH2:38][CH2:37][O:36]2)[CH:20]=[CH:21][CH:22]=[CH:23][CH:24]=1. Procedure details: A solution of 310 mg (1 mmol) of 1-triphenylmethylimidazole (K H. Buchel et al.; Drugs Made in Germany, 1972, 15, 77) in 12 ml of dry THF is cooled to 0° under nitrogen and treated with 0.647 ml (1.1 mmol) of 1.7M solution of n-BuLi in hexane. The solution is stirred at room temperature for 1 hour, then recooled to 0° and treated with 405 mg (1.5 mmol) of 1-iodo-3-(tetrahydropyran-2-yloxy)propane dissolved in 2 ml of dry THF. The reaction mixture is allowed to warm to room temperature overnight,...